Dataset: the Open Reaction Database (ORD), a public repository of structured organic reaction records. Task: describe an organic reaction: reactants, conditions, products, and yield Reactants: C1CCOC1 (THF), Cl (HCl), FCCOC=1C=C(C=CC1)C=1N=C2N(C=CC(=N2)NC(=O)C2=C(C=NN2C)C(=O)OCC)C1 (Ethyl 5-(2-(3-(2-fluoro ethoxy)phenyl)imidazo[1,2-a]pyrimidin-7-ylcarbamoyl)-1-methyl-1H-pyrazole-4-carboxylate), C(C)O (Ethanol). Solvent: O (H2O). Reaction conditions: time 6 hour. Yields the product FCCOC=1C=C(C=CC1)C=1N=C2N(C=CC(=N2)NC(=O)C2=C(C=NN2C)C(=O)O)C1 (5-{2-[3-(2-Fluoro-ethoxy)-phenyl]-imidazol[1,2-a]pyrimidin-7-ylcarbamoyl}-1-methyl-1H-pyrazole-4-carboxylic acid), solid. Isolated yield 78.0%. Reaction SMILES: [F:1][CH2:2][CH2:3][O:4][C:5]1[CH:6]=[C:7]([C:11]2[N:12]=[C:13]3[N:18]=[C:17]([NH:19][C:20]([C:22]4[N:26]([CH3:27])[N:25]=[CH:24][C:23]=4[C:28]([O:30]CC)=[O:29])=[O:21])[CH:16]=[CH:15][N:14]3[CH:33]=2)[CH:8]=[CH:9][CH:10]=1.C(O)C.C1COCC1.Cl>O>[F:1][CH2:2][CH2:3][O:4][C:5]1[CH:6]=[C:7]([C:11]2[N:12]=[C:13]3[N:18]=[C:17]([NH:19][C:20]([C:22]4[N:26]([CH3:27])[N:25]=[CH:24][C:23]=4[C:28]([OH:30])=[O:29])=[O:21])[CH:16]=[CH:15][N:14]3[CH:33]=2)[CH:8]=[CH:9][CH:10]=1. Reported procedure: Ethyl 5-(2-(3-(2-fluoro ethoxy)phenyl)imidazo[1,2-a]pyrimidin-7-ylcarbamoyl)-1-methyl-1H-pyrazole-4-carboxylate (100 mg, 221 μmol) was combined with Ethanol (0.570 ml) and THF (0.570) to give a yellow solution. The reaction was stirred at RT for 6 h. H2O was added to the suspension and then HCl 1N was added until the mixture was acidic (pH=3). The suspension was stirred for 30 min and then the reaction mixture was filtered. The residual solvent was removed under vacuum. The title compound was ob... Reported procedure: To a solution of 78 mg (0.15 mmol) of methyl (2S)-3-{4-[3-(1,3-dioxoisoindolin-2-yloxy)propoxy]phenyl}-2-[(phenylmethoxy)carbonylamino]propanoate, as prepared in the preceding step, in 5 mL THF was added 0.4 mL of 2M methylamine solution in THF. The solution was stirred at room temperature for 3 h. The solvent was then removed under reduced pressure. The mixture was chromatographed on a silica gel column using EtOAc/hexanes (3:7 to 7:3 v/v) as eluent to yield 47 mg (80%) of viscous liquid as pro... Solvent: C1CCOC1 (THF), C1CCOC1 (THF). Yields the product NOCCCOC1=CC=C(C=C1)C[C@@H](C(=O)OC)NC(=O)OCC1=CC=CC=C1 (Methyl (2S)-3-{4-[3-(aminooxy)propoxy]phenyl}-2-[(phenylmethoxy)carbonylamino]propanoate). Conditions: time 3 hour. As a reaction SMILES: O=C1C2C(=CC=CC=2)C(=O)[N:3]1[O:12][CH2:13][CH2:14][CH2:15][O:16][C:17]1[CH:22]=[CH:21][C:20]([CH2:23][C@H:24]([NH:29][C:30]([O:32][CH2:33][C:34]2[CH:39]=[CH:38][CH:37]=[CH:36][CH:35]=2)=[O:31])[C:25]([O:27][CH3:28])=[O:26])=[CH:19][CH:18]=1.CN>C1COCC1>[NH2:3][O:12][CH2:13][CH2:14][CH2:15][O:16][C:17]1[CH:18]=[CH:19][C:20]([CH2:23][C@H:24]([NH:29][C:30]([O:32][CH2:33][C:34]2[CH:35]=[CH:36][CH:37]=[CH:38][CH:39]=2)=[O:31])[C:25]([O:27][CH3:28])=[O:26])=[CH:21][CH:22]=1. Starting materials: O=C1N(C(C2=CC=CC=C12)=O)OCCCOC1=CC=C(C=C1)C[C@@H](C(=O)OC)NC(=O)OCC1=CC=CC=C1 (methyl (2S)-3-{4-[3-(1,3-dioxoisoindolin-2-yloxy)propoxy]phenyl}-2-[(phenylmethoxy)carbonylamino]propanoate), CN (methylamine). Isolated yield 77.9%. The reactants are C(C1=CC=CC=C1)OC(=O)[C@@H]1N(CCC1)C(C=C)=O ((R)-1-acryloyl-pyrrolidine-2-carboxylic acid benzyl ester), C1(CC1)CN (cyclopropylmethylamine). Solvent: C(C)#N (acetonitrile). Conditions: time 16 hour. Product: C(C1=CC=CC=C1)OC(=O)[C@@H]1N(CCC1)C(CCN(CC1CC1)CCC(=O)N1[C@H](CCC1)C(=O)OCC1=CC=CC=C1)=O ((R)-1-[3-[[3-[(R)-2-Benzyloxycarbonyl-pyrrolidin-1-yl]-3-oxo-propyl]-cyclopropylmethyl-amino]-propionyl]-pyrrolidine-2-carboxylic acid benzyl ester). Yield: 43.9%. Reaction SMILES: [CH2:1]([O:8][C:9]([C@H:11]1[CH2:15][CH2:14][CH2:13][N:12]1[C:16](=[O:19])[CH:17]=[CH2:18])=[O:10])[C:2]1[CH:7]=[CH:6][CH:5]=[CH:4][CH:3]=1.[CH:20]1([CH2:23][NH2:24])[CH2:22][CH2:21]1>C(#N)C>[CH2:1]([O:8][C:9]([C@H:11]1[CH2:15][CH2:14][CH2:13][N:12]1[C:16](=[O:19])[CH2:17][CH2:18][N:24]([CH2:18][CH2:17][C:16]([N:12]1[CH2:13][CH2:14][CH2:15][C@@H:11]1[C:9]([O:8][CH2:1][C:2]1[CH:3]=[CH:4][CH:5]=[CH:6][CH:7]=1)=[O:10])=[O:19])[CH2:23][CH:20]1[CH2:22][CH2:21]1)=[O:10])[C:2]1[CH:3]=[CH:4][CH:5]=[CH:6][CH:7]=1. Reported procedure: A solution of 444 mg (1.71 mmol) (R)-1-acryloyl-pyrrolidine-2-carboxylic acid benzyl ester and 74 ml (0.85 mmol) cyclopropylmethylamine in 5 ml acetonitrile was stirred for 1 h at room temperature, then for 16 h at 80°0 C. Concentration in vacuo and flash chromatography (gradient: 0-100% MeOH in EtOAc) afforded 220 mg (44%) of the title compound as a yellow oil. MS m/e (%): 590 (M+H, 100). Starting materials: ClC=1C=C2C3=C(NC2=CC1)C(OCC3)(C)C(C)N (1-(6-chloro-1,3,4,9-tetrahydro-1-methylpyrano[3,4-b]indol-1-yl)-ethanamine), C(CC)C1(OCCC2=C1NC1=CC=CC=C21)CN (1-propyl-1,3,4,9-tetrahydropyrano[3,4-b]indole-1-methanamine), C(CCC)C1(OCCC2=C1NC1=CC=CC=C21)C(CC2=CC=CC=C2)N (α-(1-butyl-1,3,4,9-tetrahydropyrano[3,4-b]indole-1-yl)-benzeneethanamine), FC(C1=C2C3=C(NC2=CC=C1)C(OCC3)(C)C(C)N)(F)F (1-(5-trifluoromethyl-1,3,4,9-tetrahydro-1-methylpyrano[3,4-b]indol-1-yl)-ethanamine), C(C)C1(OCCC2=C1NC1=CC=CC=C21)C(CC)N (1-(1-ethyl-1,3,4,9-tetrahydropyrano[3,4-b]indol-1-yl)propanamine), C(C)C1(OCCC2=C1NC1=CC=CC=C21)C(N)C2=CC=CC=C2 (α-(1-ethyl-1,3,4,9-tetrahydropyrano[3,4-b]indol-1-yl)-benzenemethanamine), [N+](=O)([O-])C=1C=C2C3=C(NC2=CC1)C(OCC3)(C)C(C)N (1-(6-nitro-1,3,4,9-tetrahydro-1-methylpyrano[3,4-b]indol-1-yl)-ethanamine). Product: CC1(OCCC2=C1NC1=CC=CC=C21)CN (1,3,4,9-Tetrahydro-1-methylpyrano[3,4-b]indol-1-methanamine). RXN SMILES: [CH2:1]([C:4]1([CH2:17][NH2:18])[C:9]2[NH:10][C:11]3[C:16]([C:8]=2[CH2:7][CH2:6][O:5]1)=[CH:15][CH:14]=[CH:13][CH:12]=3)CC.C(C1(C(N)CC)C2NC3C(C=2CCO1)=CC=CC=3)C.C(C1(C(C2C=CC=CC=2)N)C2NC3C(C=2CCO1)=CC=CC=3)C.C(C1(C(N)CC2C=CC=CC=2)C2NC3C(C=2CCO1)=CC=CC=3)CCC.ClC1C=C2C(=CC=1)NC1C(C(N)C)(C)OCCC2=1.[N+](C1C=C2C(=CC=1)NC1C(C(N)C)(C)OCCC2=1)([O-])=O.FC(F)(F)C1C=CC=C2C=1C1CCOC(C(N)C)(C)C=1N2>>[CH3:1][C:4]1([CH2:17][NH2:18])[C:9]2[NH:10][C:11]3[C:16]([C:8]=2[CH2:7][CH2:6][O:5]1)=[CH:15][CH:14]=[CH:13][CH:12]=3. Procedure: 1-propyl-1,3,4,9-tetrahydropyrano[3,4-b]indole-1-methanamine, 1-(1-ethyl-1,3,4,9-tetrahydropyrano[3,4-b]indol-1-yl)propanamine, α-(1-ethyl-1,3,4,9-tetrahydropyrano[3,4-b]indol-1-yl)-benzenemethanamine, α-(1-butyl-1,3,4,9-tetrahydropyrano[3,4-b]indole-1-yl)-benzeneethanamine, 1-(6-chloro-1,3,4,9-tetrahydro-1-methylpyrano[3,4-b]indol-1-yl)-ethanamine, 1-(6-nitro-1,3,4,9-tetrahydro-1-methylpyrano[3,4-b]indol-1-yl)-ethanamine and 1-(5-trifluoromethyl-1,3,4,9-tetrahydro-1-methylpyrano[3,4-b]indol-1-y...